describe an organic reaction: reactants, conditions, products, and yield From a dataset of the Open Reaction Database (ORD), a public repository of structured organic reaction records. Starting materials: ClC=1N=NC(=CC1)C1=CC=C(C=C1)C(C(C)C)(C1=NC=C(C=C1)OCC1=NC=CC=C1)C (3-chloro-6-(4-{1,2-dimethyl-1-[5-(pyridin-2-ylmethoxy)pyridin-2-yl]propyl}phenyl)pyridazine), CN(C)C=O (DMF), CO (MeOH). Reagents/catalysts: C(C)(=O)[O-].[Pd+2].C(C)(=O)[O-] (Palladium (II) acetate), C1(=CC=CC=C1)P([C-]1C=CC=C1)C1=CC=CC=C1.[C-]1(C=CC=C1)P(C1=CC=CC=C1)C1=CC=CC=C1.[Fe+2] (1,1′-bis(diphenylphosphino)ferrocene). The solvent is C(C)N(CC)CC (triethylamine). Reaction conditions: temperature 70 celsius. Product: CC(C(C)C)(C1=NC=C(C=C1)OCC1=NC=CC=C1)C1=CC=C(C=C1)C1=CC=C(N=N1)C(=O)OC (methyl 6-(4-{1,2-dimethyl-1-[5-(pyridin-2-ylmethoxy)pyridin-2-yl]propyl}phenyl)pyridazine-3-carboxylate). RXN SMILES: Cl[C:2]1[N:3]=[N:4][C:5]([C:8]2[CH:13]=[CH:12][C:11]([C:14]([CH3:32])([C:18]3[CH:23]=[CH:22][C:21]([O:24][CH2:25][C:26]4[CH:31]=[CH:30][CH:29]=[CH:28][N:27]=4)=[CH:20][N:19]=3)[CH:15]([CH3:17])[CH3:16])=[CH:10][CH:9]=2)=[CH:6][CH:7]=1.CN([CH:36]=[O:37])C.[CH3:38][OH:39]>C(N(CC)CC)C.C([O-])(=O)C.[Pd+2].C([O-])(=O)C.C1(P(C2C=CC=CC=2)[C-]2C=CC=C2)C=CC=CC=1.[C-]1(P(C2C=CC=CC=2)C2C=CC=CC=2)C=CC=C1.[Fe+2]>[CH3:32][C:14]([C:11]1[CH:12]=[CH:13][C:8]([C:5]2[N:4]=[N:3][C:2]([C:38]([O:37][CH3:36])=[O:39])=[CH:7][CH:6]=2)=[CH:9][CH:10]=1)([C:18]1[CH:23]=[CH:22][C:21]([O:24][CH2:25][C:26]2[CH:31]=[CH:30][CH:29]=[CH:28][N:27]=2)=[CH:20][N:19]=1)[CH:15]([CH3:17])[CH3:16] |f:4.5.6,7.8.9|. Procedure details: Palladium (II) acetate (8.00 mg, 0.0350 mmol) and 1,1′-bis(diphenylphosphino)ferrocene (39.0 mg, 0.070 mmol) were added successively to a stirred solution of 5b (155 mg, 0.349 mmol) in triethylamine:DMF:MeOH (4.00 mL of a 1:10:10 mixture, respectively) at rt. A gentle stream of the carbon monoxide gas was bubbled through the reaction mixture for approximately 15 min, after which the resulting mixture was heated to 70° C. under a carbon monoxide atmosphere (balloon) for about 5 h. After cooling t...